From a dataset of the Open Reaction Database (ORD), a public repository of structured organic reaction records. describe an organic reaction: reactants, conditions, products, and yield The reactants are NC=1C=C(C=CC1Br)C(F)(F)F (3-Amino-4-bromobenzotrifluoride), O(C(=S)[S-])CC.[K+] (potassium ethyl xanthate), Cl (HCl). Solvent: CN(C)C=O (DMF). Conditions: time 30 minute. Yields the product ClC=1SC2=C(N1)C=C(C=C2)C(F)(F)F (2-chloro-5-(trifluoromethyl)benzo[d]thiazole). RXN SMILES: [NH2:1][C:2]1[CH:3]=[C:4]([C:9]([F:12])([F:11])[F:10])[CH:5]=[CH:6][C:7]=1Br.O(CC)[C:14]([S-:16])=S.[K+].[ClH:20]>CN(C=O)C>[Cl:20][C:14]1[S:16][C:7]2[CH:6]=[CH:5][C:4]([C:9]([F:12])([F:11])[F:10])=[CH:3][C:2]=2[N:1]=1 |f:1.2|. Procedure details: 3-Amino-4-bromobenzotrifluoride (1.00 g, 4.17 mmol) and potassium ethyl xanthate (1.60 g, 10.0 mmol) were heated to 130° C. in DMF (5 mL) overnight. After cooling to rt, the reaction mixture was diluted with 1 M aqueous HCl (15 mL) and stirred at rt for an additional 30 min. The resulting solid was collected by filtration and washed with water (2×). The solid was dissolved in EtOAc, dried over Na2SO4, filtered, and concentrated under reduced pressure. This gave 0.895 g (91%) of the 2-mercapto in... Starting materials: C(C)(C)(C)OC(=O)N1C(CCC1)C(NC1=CC=C(C=C1)Br)=O (2-(4-Bromo-phenylcarbamoyl)-pyrrolidine-1-carboxylic acid tert-butyl ester), tetrakistriphenylphosphine palladium(0), CSC1=C(C=CC=C1)B(O)O (2-(methylthio)benzene boronic acid), C(=O)([O-])[O-].[Na+].[Na+] (Na2CO3). Reagents/catalysts: [Br-].C(CCC)[N+](CCCC)(CCCC)CCCC (tetrabutylammonium bromide). Solvent: C1(=CC=CC=C1)C (toluene). The product is C(C)(C)(C)OC(=O)N1C(CCC1)C(NC1=CC=C(C=C1)C1=C(C=CC=C1)SC)=O (2-(2′-Methylsulfanyl-biphenyl-4-ylcarbamoyl)-pyrrolidine-1-carboxylic acid tert-butyl ester). RXN SMILES: [C:1]([O:5][C:6]([N:8]1[CH2:12][CH2:11][CH2:10][CH:9]1[C:13](=[O:22])[NH:14][C:15]1[CH:20]=[CH:19][C:18](Br)=[CH:17][CH:16]=1)=[O:7])([CH3:4])([CH3:3])[CH3:2].[CH3:23][S:24][C:25]1[CH:30]=[CH:29][CH:28]=[CH:27][C:26]=1B(O)O.C([O-])([O-])=O.[Na+].[Na+]>[Br-].C([N+](CCCC)(CCCC)CCCC)CCC.C1(C)C=CC=CC=1>[C:1]([O:5][C:6]([N:8]1[CH2:12][CH2:11][CH2:10][CH:9]1[C:13](=[O:22])[NH:14][C:15]1[CH:20]=[CH:19][C:18]([C:26]2[CH:27]=[CH:28][CH:29]=[CH:30][C:25]=2[S:24][CH3:23])=[CH:17][CH:16]=1)=[O:7])([CH3:4])([CH3:3])[CH3:2] |f:2.3.4,5.6|. Procedure details: 2-(4-Bromo-phenylcarbamoyl)-pyrrolidine-1-carboxylic acid tert-butyl ester (2.57 g, 6.9 mmol), 2-(methylthio)benzene boronic acid (1.4 g, 8.3 mmol), and tetrabutylammonium bromide (110 mg, 0.33 mmol) were combined in 30 mL toluene, added 6.9 mL of a 2M aqueous Na2CO3 solution followed by tetrakistriphenylphosphine palladium(0) (0.40 g, 0.34 mmol). Heated reaction at reflux overnight, cooled, concentrated, redissolved in EtOAc (250 mL), washed with water (3×200 mL), brine (200 mL), dried with MgS... The reactants are hydrochloride salt, CC1=CC=C(C=C1)S(=O)(=O)OCC1OC2=C(C1)C=C(C=C2C2=CC(=C(C=C2)F)Cl)C(F)(F)F ([7-(3-chloro-4-fluorophenyl)-5-(trifluoromethyl)-2,3-dihydro-1-benzofuran-2-yl]methyl 4-methylbenzenesulfonate), CN (methylamine). Product: ClC=1C=C(C=CC1F)C1=CC(=CC=2CC(OC21)CNC)C(F)(F)F ((±)-{[7-(3-chloro-4-fluorophenyl)-5-(trifluoromethyl)-2,3-dihydro-1-benzofuran-2-yl]methyl}methylamine). As a reaction SMILES: CC1C=CC(S(O[CH2:12][CH:13]2[CH2:17][C:16]3[CH:18]=[C:19]([C:30]([F:33])([F:32])[F:31])[CH:20]=[C:21]([C:22]4[CH:27]=[CH:26][C:25]([F:28])=[C:24]([Cl:29])[CH:23]=4)[C:15]=3[O:14]2)(=O)=O)=CC=1.[CH3:34][NH2:35]>>[Cl:29][C:24]1[CH:23]=[C:22]([C:21]2[C:15]3[O:14][CH:13]([CH2:12][NH:35][CH3:34])[CH2:17][C:16]=3[CH:18]=[C:19]([C:30]([F:33])([F:32])[F:31])[CH:20]=2)[CH:27]=[CH:26][C:25]=1[F:28]. Procedure details: The title compound was prepared (0.014 g, 19%) following the general procedure of Example 390 as a white solid, hydrochloride salt from [7-(3-chloro-4-fluorophenyl)-5-(trifluoromethyl)-2,3-dihydro-1-benzofuran-2-yl]methyl 4-methylbenzenesulfonate (0.095 g, 0.19 mmol) and methylamine (0.12 g, 3.9 mmol). mp 229-230° C. Starting materials: BrC1=C(N=C(N1CC)C=O)C (5-bromo-1-ethyl-4-methyl-1H-imidazole-2-carbaldehyde), [BH4-].[Na+] (NaBH4). The solvent is CO (MeOH). Reaction conditions: time 3 hour. Product: BrC1=C(N=C(N1CC)CO)C (5-Bromo-1-ethyl-2-hydroxymethyl-4-methyl-1H-imidazole). Reaction SMILES: [Br:1][C:2]1[N:6]([CH2:7][CH3:8])[C:5]([CH:9]=[O:10])=[N:4][C:3]=1[CH3:11].[BH4-].[Na+]>CO>[Br:1][C:2]1[N:6]([CH2:7][CH3:8])[C:5]([CH2:9][OH:10])=[N:4][C:3]=1[CH3:11] |f:1.2|. Procedure details: To a stirred solution of 87 mg (0.4 mmol) 5-bromo-1-ethyl-4-methyl-1H-imidazole-2-carbaldehyde in 5 ml of MeOH is added 46 mg (1.2 mmol) of NaBH4. The mixture is stirred at room temperature for 3 hours and the solvent is removed in vacuo. The residue is dissolved in 15 ml of EtOAc and washed with 10 ml of water and 10 ml of brine. The organic phase is dried (Na2SO4), filtered and evaporated. This clear oil is used in next step without further purification. MS m/z (M+1)+ 219. The reactants are CCCCCCCCCCCCN, O=CC(O)C(O)C(O)C(O)CO. Yields the product CCCCCCCCCCCCNC1OC(CO)C(O)C(O)C1O. As a reaction SMILES: [CH2:13]([CH2:14][CH2:15][CH2:16][CH2:17][CH2:18][CH2:19][CH2:20][CH2:21][CH2:22][CH2:23][CH3:24])[NH2:25].[O:1]=[CH:2][CH:3]([OH:4])[CH:5]([OH:6])[CH:7]([OH:8])[CH:9]([OH:10])[CH2:11][OH:12]>>[CH:2]1([NH:25][CH2:13][CH2:14][CH2:15][CH2:16][CH2:17][CH2:18][CH2:19][CH2:20][CH2:21][CH2:22][CH2:23][CH3:24])[CH:3]([OH:4])[CH:5]([OH:6])[CH:7]([OH:8])[CH:9]([CH2:11][OH:12])[O:10]1. Starting materials: solution, Cl (hydrogen chloride), C(CCCC)N (Pentylamine), C([O-])([O-])=O.[K+].[K+] (potassium carbonate), [I-].[Na+] (sodium iodide), CS(=O)(=O)OCCC12CC3CC(CC(C1)C3)C2 (2-(1-adamantyl)ethyl methanesulfonate). Solvent: C(C)(=O)OCC (ethyl acetate), C(C)(=O)OCC (ethyl acetate), C(C)O (ethanol). Product: Cl.C12(CC3CC(CC(C1)C3)C2)CCNCCCCC (2-(1-Adamantyl)-N-pentylethylamine hydrochloride). RXN SMILES: [CH2:1]([NH2:6])[CH2:2][CH2:3][CH2:4][CH3:5].C(=O)([O-])[O-].[K+].[K+].[I-].[Na+].CS(O[CH2:20][CH2:21][C:22]12[CH2:31][CH:26]3[CH2:27][CH:28]([CH2:30][CH:24]([CH2:25]3)[CH2:23]1)[CH2:29]2)(=O)=O.[ClH:32]>C(O)C.C(OCC)(=O)C>[ClH:32].[C:22]12([CH2:21][CH2:20][NH:6][CH2:1][CH2:2][CH2:3][CH2:4][CH3:5])[CH2:31][CH:26]3[CH2:27][CH:28]([CH2:30][CH:24]([CH2:25]3)[CH2:23]1)[CH2:29]2 |f:1.2.3,4.5,10.11|. Reported procedure: Pentylamine (2.69 ml, 23.2 mmol), potassium carbonate (2.14 g, 15.5 mmol) and sodium iodide (2.30 g, 15.3 mmol) were added to a solution of 2-(1-adamantyl)ethyl methanesulfonate (2.07 g, 8.01 mmol) in ethanol (45.8 ml), and the mixture was refluxed for 17 hours. The reaction mixture was concentrated under reduced pressure, and the concentrate was diluted with chloroform (100 ml). This was washed with a 1 N aqueous sodium hydroxide solution (100 ml) and a saturated aqueous sodium chloride solutio... Starting materials: [S-2].[Na+].[Na+] (sodium sulphide), [S] (sulphur), BrC1=C(C=CC(=C1)[N+](=O)[O-])C(C)C (2-Bromo-1-isopropyl-4-nitrobenzene). Run in C(C)(C)O (Isopropanol). Run at temperature 75 celsius, time 15 minute. Yields the product BrC=1C=C(N)C=CC1C(C)C (3-Bromo-4-isopropylaniline). Isolated yield 103.2%. As a reaction SMILES: [S-2].[Na+].[Na+].[S].[Br:5][C:6]1[CH:11]=[C:10]([N+:12]([O-])=O)[CH:9]=[CH:8][C:7]=1[CH:15]([CH3:17])[CH3:16]>C(O)(C)C>[Br:5][C:6]1[CH:11]=[C:10]([CH:9]=[CH:8][C:7]=1[CH:15]([CH3:17])[CH3:16])[NH2:12] |f:0.1.2,^3:3|. Procedure details: A solution of sodium sulphide (31.2 g, 0.24 mol) and sulphur (7.7 g, 0.24 mol) was stirred at 80° C. for 15 minutes. Isopropanol (160 g) was subsequently added and the mixture was stirred at 75° C. for a further 15 minutes and 2-bromo-1-isopropyl-4-nitrobenzene (XI) (50 g, 0.19 mol) was finally added dropwise over a period of 30 minutes. After stirring for another 5 hours, the reaction was complete. For the work-up, the isopropanol was firstly distilled off and the remaining mixture was extracte...